From a dataset of the Open Reaction Database (ORD), a public repository of structured organic reaction records. describe an organic reaction: reactants, conditions, products, and yield Reactants: CCOC(C)=O, O=Cc1cccn1-c1ncccc1[N+](=O)[O-]. The product is c1cnc2c(c1)NCc1cccn1-2. RXN SMILES: [CH3:17][CH2:18][O:19][C:20](=[O:21])[CH3:22].[N+:1]([O-:3])([c:4]1[c:5](-[n:10]2[c:11]([CH:15]=[O:2])[cH:12][cH:13][cH:14]2)[n:6][cH:7][cH:8][cH:9]1)=[O:16]>>[NH:1]1[c:4]2[c:5]([n:6][cH:7][cH:8][cH:9]2)-[n:10]2[c:11]([cH:12][cH:13][cH:14]2)[CH2:15]1.